Dataset: the Open Reaction Database (ORD), a public repository of structured organic reaction records. Task: describe an organic reaction: reactants, conditions, products, and yield The reactants are FC(C1=CC=C(COC2=CC(=NC=C2)CO)C=C1)(F)F (4-(4-Trifluoromethylbenzyloxy)-2-hydroxymethylpyridine), S(=O)(Cl)Cl (thionyl chloride). Run in ClCCl (dichloromethane), ClCCl (dichloromethane). Run at time 30 minute. Yields the product FC(C1=CC=C(COC2=CC(=NC=C2)CCl)C=C1)(F)F (4-(4-Trifluoromethylbenzyloxy)-2-chloromethylpyridine). Reaction SMILES: [F:1][C:2]([F:20])([F:19])[C:3]1[CH:18]=[CH:17][C:6]([CH2:7][O:8][C:9]2[CH:14]=[CH:13][N:12]=[C:11]([CH2:15]O)[CH:10]=2)=[CH:5][CH:4]=1.S(Cl)([Cl:23])=O>ClCCl>[F:1][C:2]([F:20])([F:19])[C:3]1[CH:18]=[CH:17][C:6]([CH2:7][O:8][C:9]2[CH:14]=[CH:13][N:12]=[C:11]([CH2:15][Cl:23])[CH:10]=2)=[CH:5][CH:4]=1. Reported procedure: 2.2 g (7.8 mmol) of the title compound from Example 3 are dissolved in 50 ml of anhydrous dichloromethane and a solution of 2 ml of thionyl chloride in 6 ml of dichloromethane is added dropwise at -10° C. The mixture is warmed to room temperature, stirred for 30 minutes more, and concentrated. The crystalline residue is brought to crystallization using diisopropyl ether and dried using an oilpump, m.p. 133°-135° C.